From a dataset of the Open Reaction Database (ORD), a public repository of structured organic reaction records. describe an organic reaction: reactants, conditions, products, and yield The reactants are CC(=O)OO, CN(C)C(=N)N(C)C, Cc1ccccc1C(=NN)c1ccccc1, ClCCCl, [I-]. Product: Cc1ccccc1C(=[N+]=[N-])c1ccccc1. As a reaction SMILES: [C:26]([O:27][OH:28])(=[O:29])[CH3:30].[CH3:18][N:19]([CH3:20])[C:21]([N:22]([CH3:23])[CH3:24])=[NH:25].[CH3:1][c:2]1[c:3]([C:8]([c:9]2[cH:10][cH:11][cH:12][cH:13][cH:14]2)=[N:15][NH2:16])[cH:4][cH:5][cH:6][cH:7]1.[Cl:31][CH2:32][CH2:33][Cl:34].[I-:17]>>[CH3:1][c:2]1[c:3]([C:8]([c:9]2[cH:10][cH:11][cH:12][cH:13][cH:14]2)=[N+:15]=[N-:16])[cH:4][cH:5][cH:6][cH:7]1. Starting materials: CC1(C)C(=O)Nc2ncc(Br)nc2N1CCC1CCOCC1, C1COCCO1, Cc1cc(-c2nncn2C2CCCCO2)ccc1B1OC(C)(C)C(C)(C)O1, CC(C)O, ClCCl, [Na+], [Na+], O=C([O-])[O-], O. Product: Cc1cc(-c2nncn2C2CCCCO2)ccc1-c1cnc2c(n1)N(CCC1CCOCC1)C(C)(C)C(=O)N2. RXN SMILES: [Br:28][c:29]1[n:30][c:31]2[c:32]([n:33][cH:34]1)[NH:35][C:36](=[O:49])[C:37]([CH3:47])([CH3:48])[N:38]2[CH2:39][CH2:40][CH:41]1[CH2:42][CH2:43][O:44][CH2:45][CH2:46]1.[CH2:60]1[O:61][CH2:62][CH2:63][O:64][CH2:65]1.[CH3:1][c:2]1[cH:3][c:4](-[c:17]2[n:18][n:19][cH:20][n:21]2[CH:22]2[O:23][CH2:24][CH2:25][CH2:26][CH2:27]2)[cH:5][cH:6][c:7]1[B:8]1[O:9][C:10]([CH3:11])([CH3:12])[C:13]([CH3:14])([CH3:15])[O:16]1.[CH:66]([OH:67])([CH3:68])[CH3:69].[Cl:50][CH2:51][Cl:52].[Na+:53].[Na+:54].[O-:55][C:56](=[O:57])[O-:58].[OH2:59]>>[CH3:1][c:2]1[cH:3][c:4](-[c:17]2[n:18][n:19][cH:20][n:21]2[CH:22]2[O:23][CH2:24][CH2:25][CH2:26][CH2:27]2)[cH:5][cH:6][c:7]1-[c:29]1[n:30][c:31]2[c:32]([n:33][cH:34]1)[NH:35][C:36](=[O:49])[C:37]([CH3:47])([CH3:48])[N:38]2[CH2:39][CH2:40][CH:41]1[CH2:42][CH2:43][O:44][CH2:45][CH2:46]1. Starting materials: O1CCCC1 (tetrahydrofuran), ClC1=CC=C(OC(C(=O)O)C)C=C1 (2-(p-chlorophenoxy)propionic acid), B#B (diborane), O1CCCC1 (tetrahydrofuran), ice water. Reaction conditions: time 2 day. Product: ClC1=CC=C(C(CO)C)C=C1 (p-Chloro-β-methylphenethyl alcohol). Reaction SMILES: B#B.[Cl:3][C:4]1[CH:15]=[CH:14][C:7](OC(C)C(O)=O)=[CH:6][CH:5]=1.[O:16]1C[CH2:19][CH2:18][CH2:17]1>>[Cl:3][C:4]1[CH:5]=[CH:6][C:7]([CH:18]([CH3:19])[CH2:17][OH:16])=[CH:14][CH:15]=1. Reported procedure: To 833 ml. of a chilled solution (0° C.) of 1M diborane in tetrahydrofuran is added dropwise a solution of 96 g. of 2-(p-chlorophenoxy)propionic acid in 500 ml. of tetrahydrofuran. The reaction mixture is stirred for 2 days at room temperature and then poured onto 2 kg. of ice/water. The resulting mixture is extracted with diethyl ether and the extract is washed with water and dried over MgSO4. The solvent is removed under vacuum and the residual liquid is distilled to give 83 g. (b.p. 116°-120°...